Dataset: the Open Reaction Database (ORD), a public repository of structured organic reaction records. Task: describe an organic reaction: reactants, conditions, products, and yield Starting materials: C(=O)(OCC)CNCCN1N=NN=C1SCC1=CC=C(C=C1)OC (1-[2-[[(carbethoxy)methyl]amino]ethyl]-5-[(4-methoxybenzyl)thio]-1H-tetrazole), S (hydrogen sulfide), CO (methanol), mercuric acetate. The solvent is O (water), O (water). Run at time 15 hour. Product: C(=O)(O)CNCCN1N=NNC1=S (1-[2-[(carboxymethyl)amino]ethyl]-1,4-dihydro-5H-tetrazole-5-thione). Isolated yield 82.8%. Reaction SMILES: [C:1]([CH2:6][NH:7][CH2:8][CH2:9][N:10]1[C:14]([S:15]CC2C=CC(OC)=CC=2)=[N:13][N:12]=[N:11]1)([O:3]CC)=[O:2].CO.S>O>[C:1]([CH2:6][NH:7][CH2:8][CH2:9][N:10]1[C:14](=[S:15])[NH:13][N:12]=[N:11]1)([OH:3])=[O:2]. Procedure: To a solution of 12.5 g. (35.6 mmol) 1-[2-[[(carbethoxy)methyl]amino]ethyl]-5-[(4-methoxybenzyl)thio]-1H-tetrazole in 250 ml. of methanol and 65 ml. of water was added a solution of 25.5 g. (80 mmol) of mercuric acetate in 80 ml. of water. The mixture was stirred at room temperature for 15 hours and at reflux for 1 hour. After thorough cooling, the mixture was treated with hydrogen sulfide gas for 1.5 hours. The dark mixture was heated over a steam bath for 1.5 hours and filtered. The filtrate w... Reactants: OC1CCNCC1 (4-hydroxypiperidine), C(C)(C)(C)OC(=O)NC(C/C=C/C(=O)O)(C)C ((2E)-5-tert-Butoxycarbonylamino-5-methylhex-2-enoic acid), C(C)(C)(C)OC(=O)N(C)[C@@H](C(=O)O)CC1=CC=CC=C1 ((2R)-2-(N-tert-butoxycarbonyl-N-methylamino)-3-phenylpropionic acid), C(C)(C)(C)OC(=O)N(C)[C@@H](C(=O)O)CC1=CC2=CC=CC=C2C=C1 ((2R)-2-(N-tert-butoxycarbonyl-N-methylamino)-3-(2-naphthyl)propionic acid). Product: C(C1=CC=CC=C1)[C@H](C(=O)N1CCC(CC1)O)N(C(=O)[C@@H](CC1=CC2=CC=CC=C2C=C1)N(C(\C=C\CC(C)(C)N)=O)C)C ((2E)-5-Amino-5-methylhex-2-enoic acid N-((1R)-1-{N-[(1R)-1-benzyl-2-(4-hydroxypiperidin-1-yl)-2-oxoethyl]-N-methylcarbamoyl}-2-(2-naphthyl)ethyl)-N-methylamide). Reaction SMILES: [OH:1][CH:2]1[CH2:7][CH2:6][NH:5][CH2:4][CH2:3]1.C(OC([N:15]([C@H:17]([CH2:21][C:22]1[CH:27]=[CH:26][CH:25]=[CH:24][CH:23]=1)[C:18]([OH:20])=O)[CH3:16])=O)(C)(C)C.C(O[C:33]([N:35]([C@H:37]([CH2:41][C:42]1[CH:51]=[CH:50][C:49]2[C:44](=[CH:45][CH:46]=[CH:47][CH:48]=2)[CH:43]=1)[C:38]([OH:40])=O)[CH3:36])=[O:34])(C)(C)C.C(OC([NH:59][C:60]([CH3:68])([CH3:67])[CH2:61]/[CH:62]=[CH:63]/C(O)=O)=O)(C)(C)C>>[CH2:21]([C@@H:17]([N:15]([CH3:16])[C:38]([C@H:37]([N:35]([CH3:36])[C:33](=[O:34])/[CH:63]=[CH:62]/[CH2:61][C:60]([NH2:59])([CH3:68])[CH3:67])[CH2:41][C:42]1[CH:51]=[CH:50][C:49]2[C:44](=[CH:45][CH:46]=[CH:47][CH:48]=2)[CH:43]=1)=[O:40])[C:18]([N:5]1[CH2:6][CH2:7][CH:2]([OH:1])[CH2:3][CH2:4]1)=[O:20])[C:22]1[CH:23]=[CH:24][CH:25]=[CH:26][CH:27]=1. Procedure details: This compound was prepared as in example 1 but using 4-hydroxypiperidine, (2R)-2-(N-tert-butoxycarbonyl-N-methylamino)-3-phenylpropionic acid and (2R)-2-(N-tert-butoxycarbonyl-N-methylamino)-3-(2-naphthyl)propionic acid and (2E)-5-tert-Butoxycarbonylamino-5-methylhex-2-enoic acid as starting materials. Reactants: O=[N+]([O-])c1cccc(C(F)F)c1, O=C1CCC(=O)N1Br, O, O=S(=O)(O)O. Yields the product O=[N+]([O-])c1cc(Br)cc(C(F)F)c1. As a reaction SMILES: [F:1][CH:2]([c:3]1[cH:4][c:5]([N+:9](=[O:10])[O-:11])[cH:6][cH:7][cH:8]1)[F:12].[O:18]=[C:19]1[N:20]([Br:25])[C:21](=[O:22])[CH2:23][CH2:24]1.[OH2:26].[S:13](=[O:14])(=[O:15])([OH:16])[OH:17]>>[F:1][CH:2]([c:3]1[cH:4][c:5]([N+:9](=[O:10])[O-:11])[cH:6][c:7]([Br:25])[cH:8]1)[F:12]. Starting materials: CO (methanol), S1C=CC=2NC(CCCC21)=O (5,6,7,8-tetra-hydro-4H-thieno[3,2-b]azepin-5-one), solution, B.CSC (borane dimethylsulfide). The solvent is O1CCCC1 (tetrahydrofuran), O1CCCC1 (tetrahydrofuran). Conditions: temperature 0 celsius, time 16 hour. The product is S1C=CC=2NCCCCC21 (5,6,7,8-Tetrahydro-4H-thieno[3, 2-b]azepin). Isolated yield 79.3%. As a reaction SMILES: [S:1]1[C:10]2[CH2:9][CH2:8][CH2:7][C:6](=O)[NH:5][C:4]=2[CH:3]=[CH:2]1.B.CSC.CO>O1CCCC1>[S:1]1[C:10]2[CH2:9][CH2:8][CH2:7][CH2:6][NH:5][C:4]=2[CH:3]=[CH:2]1 |f:1.2|. Procedure details: To a mixture of 21.2 g of 5,6,7,8-tetra-hydro-4H-thieno[3,2-b]azepin-5-one in 100 ml of tetrahydrofuran under argon, chilled to 0° C. is added 25.2 ml of a 10.0 molar solution of borane-dimethylsulfide in tetrahydrofuran. The solution is stirred at room temperature for 16 hours and is refluxed for 5 hours. The mixture is cooled to room temperature and 85 ml of methanol added dropwise (exotherm). The solvent is removed and 100 ml of methanol is added (2 times) and after each addition the solvent ... Starting materials: CO, [F-], [K+], C[Si](C)(C)C#Cc1ccc(S(=O)(=O)n2ccc(C=CC(=O)NOC3CCCCO3)c2)cc1. Yields the product C#Cc1ccc(S(=O)(=O)n2ccc(C=CC(=O)NOC3CCCCO3)c2)cc1. Reaction SMILES: [CH3:35][OH:36].[F-:33].[K+:34].[O:1]1[CH:2]([O:7][NH:8][C:9]([CH:10]=[CH:11][c:12]2[cH:13][n:14]([S:17](=[O:18])(=[O:19])[c:20]3[cH:21][cH:22][c:23]([C:26]#[C:27][Si:28]([CH3:29])([CH3:30])[CH3:31])[cH:24][cH:25]3)[cH:15][cH:16]2)=[O:32])[CH2:3][CH2:4][CH2:5][CH2:6]1>>[O:1]1[CH:2]([O:7][NH:8][C:9]([CH:10]=[CH:11][c:12]2[cH:13][n:14]([S:17](=[O:18])(=[O:19])[c:20]3[cH:21][cH:22][c:23]([C:26]#[CH:27])[cH:24][cH:25]3)[cH:15][cH:16]2)=[O:32])[CH2:3][CH2:4][CH2:5][CH2:6]1. The reactants are [Cl-].[NH4+] (ammonium chloride), C(C)OC=1C(=CC(=C(C(=O)OC)C1)[N+](=O)[O-])OC (methyl 5-ethoxy-4-methoxy-2-nitrobenzoate), [Cl-].[NH4+] (ammonium chloride). Reagents/catalysts: [Fe] (iron), [Fe] (iron), [Fe] (iron). The solvent is O (water), CO (methanol). Reaction conditions: time 12 hour. Product: NC1=C(C(=O)OC)C=C(C(=C1)OC)OCC (Methyl 2-Amino-5-ethoxy-4-methoxybenzoate). RXN SMILES: [CH2:1]([O:3][C:4]1[C:5]([O:17][CH3:18])=[CH:6][C:7]([N+:14]([O-])=O)=[C:8]([CH:13]=1)[C:9]([O:11][CH3:12])=[O:10])[CH3:2].[Cl-].[NH4+]>O.CO.[Fe]>[NH2:14][C:7]1[CH:6]=[C:5]([O:17][CH3:18])[C:4]([O:3][CH2:1][CH3:2])=[CH:13][C:8]=1[C:9]([O:11][CH3:12])=[O:10] |f:1.2|. Reported procedure: Mixture of 17.0 g (66.7 mmol) of methyl 5-ethoxy-4-methoxy-2-nitrobenzoate, 13.1 g (233 mmol) of powdered iron and 17.7 g (334 mmol) of ammonium chloride in 95 mL of water and 245 mL of methanol was refluxed for 4.5 h. An additional 13.1 g of iron was added followed by refluxing for 2.5 h. Then an additional 13.1 g of iron and 17.7 g of ammonium chloride was added and refluxing was continued for 12 h. The reaction was filtered through Celite and methanol was removed from the filtrate. The filtra...